Dataset: the Open Reaction Database (ORD), a public repository of structured organic reaction records. Task: describe an organic reaction: reactants, conditions, products, and yield Reactants: NC1=NC(=CC(=N1)N1CCC2(C[C@H](NC2)C(=O)O)CC1)O[C@@H](C(F)(F)F)C1=CC=C(C=C1)C1=CC(=CC=C1)OC ((S)-8-(2-amino-6-((R)-2,2,2-trifluoro-1-(3′-methoxy-[1,1′-biphenyl]-4-yl)ethoxy)pyrimidin-4-yl)-2,8-diazaspiro[4.5]decane-3-carboxylic acid), FC=1C(NC2=CC=C(C=C2C1)B1OC(C(O1)(C)C)(C)C)=O (3-Fluoro-6-(4,4,5,5-tetramethyl-1,3,2-dioxaborolan-2-yl)quinolone). Yields the product NC1=NC(=CC(=N1)N1CCC2(C[C@H](NC2)C(=O)O)CC1)O[C@@H](C(F)(F)F)C1=C(C=C(C=C1)C=1C=C2C=C(C=NC2=CC1)F)C ((S)-8-(2-amino-6-((R)-2,2,2-trifluoro-1-(4-(3-fluoroquinolin-6-yl)-2-methylphenyl)ethoxy)pyrimidin-4-yl)-2,8-diazaspiro[4.5]decane-3-carboxylic acid). Reaction SMILES: [NH2:1][C:2]1[N:7]=[C:6]([N:8]2[CH2:20][CH2:19][C:11]3([CH2:15][NH:14][C@H:13]([C:16]([OH:18])=[O:17])[CH2:12]3)[CH2:10][CH2:9]2)[CH:5]=[C:4]([O:21][C@H:22]([C:27]2[CH:32]=[CH:31][C:30]([C:33]3C=CC=C(OC)C=3)=[CH:29][CH:28]=2)[C:23]([F:26])([F:25])[F:24])[N:3]=1.[F:41][C:42]1[C:43](=O)[NH:44][C:45]2[C:50]([CH:51]=1)=[CH:49][C:48](B1OC(C)(C)C(C)(C)O1)=[CH:47][CH:46]=2>>[NH2:1][C:2]1[N:7]=[C:6]([N:8]2[CH2:20][CH2:19][C:11]3([CH2:15][NH:14][C@H:13]([C:16]([OH:18])=[O:17])[CH2:12]3)[CH2:10][CH2:9]2)[CH:5]=[C:4]([O:21][C@H:22]([C:27]2[CH:32]=[CH:31][C:30]([C:48]3[CH:49]=[C:50]4[C:45](=[CH:46][CH:47]=3)[N:44]=[CH:43][C:42]([F:41])=[CH:51]4)=[CH:33][C:28]=2[CH3:29])[C:23]([F:24])([F:25])[F:26])[N:3]=1. Procedure details: The title compound was prepared as described for (S)-8-(2-amino-6-((R)-2,2,2-trifluoro-1-(3′-methoxy-[1,1′-biphenyl]-4-yl)ethoxy)pyrimidin-4-yl)-2,8-diazaspiro[4.5]decane-3-carboxylic acid (Example 55an) Steps 4-5. 3-Fluoro-6-(4,4,5,5-tetramethyl-1,3,2-dioxaborolan-2-yl)quinolone was used as the Suzuki coupling partner (CAS#1251731-31-3). The reactants are CC(C(C(=O)OCC)=O)(C)C (ethyl trimethyl-pyruvate), C1(=CC=CC=C1)[C@H](C)N ((S)-1-phenylethylamine), O (water). Run in C=1(C(=CC=CC1)C)C (xylene). Product: CC(C(C(=O)N[C@@H](C)C1=CC=CC=C1)=N[C@@H](C)C1=CC=CC=C1)(C)C ((S)-3,3-dimethyl-N-[(S)-1-phenylethyl]-2-(1-phenylethylimino)-butyramide). Isolated yield 44.7%. Reaction SMILES: [CH3:1][C:2]([CH3:11])([CH3:10])[C:3](=O)[C:4]([O:6]CC)=O.[C:12]1([C@@H:18]([NH2:20])[CH3:19])[CH:17]=[CH:16][CH:15]=[CH:14][CH:13]=1.O>C1(C)C(C)=CC=CC=1>[CH3:11][C:2]([CH3:1])([CH3:10])[C:3](=[N:20][C@H:18]([C:12]1[CH:17]=[CH:16][CH:15]=[CH:14][CH:13]=1)[CH3:19])[C:4]([NH:20][C@H:18]([C:12]1[CH:17]=[CH:16][CH:15]=[CH:14][CH:13]=1)[CH3:19])=[O:6]. Reported procedure: A solution of 15 g (95 mmol) of ethyl trimethyl-pyruvate and 50 g (413 mmol) of (S)-1-phenylethylamine in 50 ml of xylene was boiled under reflux on a water separator for 18 hours. Subsequently, the solvent was distilled off and excess amine was removed at 120° C. in a vacuum. After crystallization of the distillation residue from 125 ml of hexane there were obtained 14.3 g (45%) of (S)-3,3-dimethyl-N-[(S)-1-phenylethyl]-2-(1-phenylethylimino)-butyramide of melting point 96°-97° C. [α]=-58.9 (c=... The reactants are Cl.OC=1C=C(C=CC1O)CCN (2-(3,4-dihydroxyphenyl)-ethylamine hydrochloride), product, Cl (hydrochloric acid), OC1=C(C=C(C=C1)C(C(=O)O)O)OC (2-(4-Hydroxy-3-methoxyphenyl)-2-hydroxyacetic acid), ON1C(CCC1=O)=O (N-hydroxysuccinimide), C1(CCCCC1)N=C=NC1CCCCC1 (N,N′-dicyclohexylcarbodiimide), C(O)([O-])=O.[Na+] (sodium hydrogencarbonate). The solvent is O (water), O1CCOCC1 (1,4-dioxane), O1CCOCC1 (1,4-dioxane). Reaction conditions: time 48 hour. The product is OC=1C=C(CCNC(C(C2=CC(=C(C=C2)O)OC)O)=O)C=CC1O (N-(3,4-dihydroxyphenethyl)-2-hydroxy-2-(4-hydroxy-3 methoxyphenyl)acetamide). Reaction SMILES: [OH:1][C:2]1[CH:7]=[CH:6][C:5]([CH:8]([OH:12])[C:9]([OH:11])=O)=[CH:4][C:3]=1[O:13][CH3:14].ON1C(=O)CCC1=O.C1(N=C=NC2CCCCC2)CCCCC1.Cl.[OH:39][C:40]1[CH:41]=[C:42]([CH2:47][CH2:48][NH2:49])[CH:43]=[CH:44][C:45]=1[OH:46].C(=O)([O-])O.[Na+].Cl>O1CCOCC1.O>[OH:39][C:40]1[CH:41]=[C:42]([CH:43]=[CH:44][C:45]=1[OH:46])[CH2:47][CH2:48][NH:49][C:9](=[O:11])[CH:8]([OH:12])[C:5]1[CH:6]=[CH:7][C:2]([OH:1])=[C:3]([O:13][CH3:14])[CH:4]=1 |f:3.4,5.6|. Procedure details: 2-(4-Hydroxy-3-methoxyphenyl)-2-hydroxyacetic acid (2 g, 10:1 mmol) and N-hydroxysuccinimide (1.16 g, 10.1 mmol) were dissolved in 1,4-dioxane (120 ml) under nitrogen. N,N′-dicyclohexylcarbodiimide (2.08 g, 0.1 mmol) was added to the mixture at room temperature, and the mixture was stirred at this temperature for 48 h. The by-product which precipitated out was filtered off, and the filtrate was evaporated under reduced pressure. The product was chromatographed on silica gel with the eluent ethyl... The reactants are FC=1C(=C(C(=O)OC)C=C(C1)C1=CC(=CC=C1)F)C (methyl 3-fluoro-5-(3-fluorophenyl)-2-methyl-benzoate), [OH-].[Na+] (NaOH). Solvent: C1CCOC1 (THF), CO (MeOH). Reaction conditions: time 3 hour. Product: FC=1C(=C(C(=O)O)C=C(C1)C1=CC(=CC=C1)F)C (3-Fluoro-5-(3-fluorophenyl)-2-methyl-benzoic acid). Isolated yield 143.0%. As a reaction SMILES: [F:1][C:2]1[C:3]([CH3:19])=[C:4]([CH:9]=[C:10]([C:12]2[CH:17]=[CH:16][CH:15]=[C:14]([F:18])[CH:13]=2)[CH:11]=1)[C:5]([O:7]C)=[O:6].[OH-].[Na+]>C1COCC1.CO>[F:1][C:2]1[C:3]([CH3:19])=[C:4]([CH:9]=[C:10]([C:12]2[CH:17]=[CH:16][CH:15]=[C:14]([F:18])[CH:13]=2)[CH:11]=1)[C:5]([OH:7])=[O:6] |f:1.2|. Procedure details: To a solution of methyl 3-fluoro-5-(3-fluorophenyl)-2-methyl-benzoate (1.0 g, 3.1 mmol, 1.0 eq) in a mixture of THF (4 mL) and MeOH (4 mL) was added NaOH (2 M aqueous solution, 10 mL, 20 mmol). The reaction mixture was stirred at room temperature for 3 h. The THF and MeOH were evaporated in vacuo and the pH of the aqueous phase was adjusted to pH 4-6 by addition of diluted HCl. The solid precipitate that formed was collected by filtration, washed with water and dried to give the title compound a... Reactants: O1C(NCC1)=O (oxazolidin-2-one), C(CCC)[Li] (n-butyl lithium), O1CCCC1 (tetrahydrofuran), P(=O)(O)(O)[O-].[K+] (potassium dihydrogen phosphate), CCC(=O)CC(Br)Br (1-bromopropionyl bromide). The solvent is CCCCCC (hexane). Run at time 1 hour. The product is BrC(C(=O)N1C(OCC1)=O)C (3-(2'-bromopropionyl)oxazolidin-2-one). The yield is 84.0%. As a reaction SMILES: [O:1]1[CH2:5][CH2:4][NH:3][C:2]1=[O:6].C([Li])CCC.CCC(CC(Br)[Br:18])=O.P([O-])(O)(O)=O.[K+].[O:26]1C[CH2:29][CH2:28][CH2:27]1>CCCCCC>[Br:18][CH:28]([CH3:29])[C:27]([N:3]1[CH2:4][CH2:5][O:1][C:2]1=[O:6])=[O:26] |f:3.4|. Reported procedure: To a solution of oxazolidin-2-one (4.00 g; 45.9 mmol) in dry tetrahydrofuran (70 ml), a solution of n-butyl lithium in hexane (1.60 N; 30 ml) was added at 0° C., and then 1-bromopropionyl bromide (5.83 ml, 45.9 mmol) was added at the same temperature. After 1 hour, an aqueous solution of saturated potassium dihydrogen phosphate (5 ml) was added to decompose the excess reaction agent. The aqueous layer was extracted with ethyl acetate, and the combined organic layer was washed with brine and drie... Reactants: NC1=CC=C(C=C1)O (4-aminophenol), CCOC(=O)/N=N/C(=O)OCC (DEAD), CN(CCO)C (2-(dimethylamino)ethanol). The solvent is C1CCOC1 (THF). Product: CN(CCOC1=CC=C(N)C=C1)C (4-[2-(dimethylamino)ethoxy]aniline). Reaction SMILES: [NH2:1][C:2]1[CH:7]=[CH:6][C:5]([OH:8])=[CH:4][CH:3]=1.CCOC(/N=N/C(OCC)=O)=O.[CH3:21][N:22]([CH3:26])[CH2:23][CH2:24]O>C1COCC1>[CH3:21][N:22]([CH3:26])[CH2:23][CH2:24][O:8][C:5]1[CH:6]=[CH:7][C:2]([NH2:1])=[CH:3][CH:4]=1. Procedure details: Following the procedure described in part E of Example 1 (R), (S)-α-[[2-[((1,1-dimethylethyl)dimethylsilyl)oxy]-2-[4-hydroxy-3-[(methylsulfonyl)amino]phenyl]ethyl]amino]-4-methoxybenzeneacetic acid was condensed with 4-[2-(dimethylamino)ethoxy]aniline to generate the title compound. The 4-[2-(dimethylamino)ethoxy]aniline was prepared by treating commercial 4-aminophenol with DEAD, φ3P, and 2-(dimethylamino)ethanol in THF.